From a dataset of the Open Reaction Database (ORD), a public repository of structured organic reaction records. describe an organic reaction: reactants, conditions, products, and yield Starting materials: NC=1C=C(C=CC1Cl)C1=NC=C(C=C1Cl)C(F)(F)F (2-(3-amino-4-chlorophenyl)-3-chloro-5-trifluoromethylpyridine), ClC1=CC=C(C=C1)S(=O)(=O)Cl (4-chlorobenzenesulfonyl chloride), crude product. Yields the product ClC=1C(=NC=C(C1)C(F)(F)F)C1=CC(=C(C=C1)Cl)NS(=O)(=O)C1=CC=C(C=C1)Cl (3-Chloro-2-[4-chloro-3-(4-chlorophenylsulfonylamino)phenyl]-5-trifluoromethylpyridine). Isolated yield 30.6%. Reaction SMILES: [NH2:1][C:2]1[CH:3]=[C:4]([C:9]2[C:14]([Cl:15])=[CH:13][C:12]([C:16]([F:19])([F:18])[F:17])=[CH:11][N:10]=2)[CH:5]=[CH:6][C:7]=1[Cl:8].[Cl:20][C:21]1[CH:26]=[CH:25][C:24]([S:27](Cl)(=[O:29])=[O:28])=[CH:23][CH:22]=1>>[Cl:15][C:14]1[C:9]([C:4]2[CH:5]=[CH:6][C:7]([Cl:8])=[C:2]([NH:1][S:27]([C:24]3[CH:25]=[CH:26][C:21]([Cl:20])=[CH:22][CH:23]=3)(=[O:29])=[O:28])[CH:3]=2)=[N:10][CH:11]=[C:12]([C:16]([F:19])([F:18])[F:17])[CH:13]=1. Procedure details: In a similar way to Example 37, reaction of 2.5 g of 2-(3-amino-4-chlorophenyl)-3-chloro-5-trifluoromethylpyridine and 1.9 g of 4-chlorobenzenesulfonyl chloride, and purification of the crude product by recrystallization from ether, resulted in 1.2 g of colorless crystals. Yield: 31%; melting point: 156°-157° C. The reactants are N (Ammonia), O1CCOCC1 (dioxane), CN1CCOCC1 (4-methylmorpholine), C(C)(C)(C)OC(=O)N[C@@H](C(=O)O)C ((R)-2-(tert-Butoxycarbonylamino)propanoic acid), C(CCl)Cl (EDC), C=1C=CC2=C(C1)N=NN2O (HOBt). The solvent is C(Cl)Cl (CH2Cl2). Conditions: time 1 hour. Yields the product NC([C@@H](C)NC(OC(C)(C)C)=O)=O ((R)-tert-butyl 1-amino-1-oxopropan-2-ylcarbamate). Isolated yield 23.0%. RXN SMILES: [C:1]([O:5][C:6]([NH:8][C@H:9]([CH3:13])[C:10](O)=[O:11])=[O:7])([CH3:4])([CH3:3])[CH3:2].C(Cl)CCl.C1C=CC2N(O)N=[N:24]C=2C=1.N.O1CCOCC1.CN1CCOCC1>C(Cl)Cl>[NH2:24][C:10](=[O:11])[C@H:9]([NH:8][C:6](=[O:7])[O:5][C:1]([CH3:4])([CH3:3])[CH3:2])[CH3:13]. Reported procedure: (R)-2-(tert-Butoxycarbonylamino)propanoic acid (1 g, 5.29 mmol), EDC (1.216 g, 6.34 mmol), and HOBt (0.971 g, 6.34 mmol) were dissolved in CH2Cl2 (5 mL). Ammonia (0.5 M) in dioxane (52.9 mL, 26.4 mmol) and 4-methylmorpholine (3.49 mL, 31.7 mmol) were added to the reaction mixture. After stirring for 1 h, the solvent was removed and ethyl acetate was added. This was washed with brine and saturated NaHCO3 solution. The organic layer was dried and concentrated to provide the product (R)-tert-butyl ... The reactants are Cl.N12C[C@@H](C(CC1)CC2)NC(=O)C=2OC1=C(C2)C=CC=C1C=1C=C(C(=O)O)C=CC1 (3-(2-{[(3R)-1-Azabicyclo[2.2.2]oct-3-ylamino]carbonyl}-1-benzofuran-7-yl)-benzoic acid hydrochloride), CN1CCNCC1 (N-methylpiperazine). Yields the product Cl.Cl.N12C[C@@H](C(CC1)CC2)NC(=O)C=2OC1=C(C2)C=CC=C1C1=CC(=CC=C1)C(=O)N1CCN(CC1)C (N-[(3R)-1-Azabicyclo[2.2.2]oct-3-yl]-7-{3-[(4-methyl-1-piperazinyl)carbonyl]-phenyl}-1-benzofuran-2-carboxamide dihydrochloride). Reaction SMILES: [ClH:1].[N:2]12[CH2:9][CH2:8][CH:5]([CH2:6][CH2:7]1)[C@@H:4]([NH:10][C:11]([C:13]1[O:14][C:15]3[C:21]([C:22]4[CH:23]=[C:24]([CH:28]=[CH:29][CH:30]=4)[C:25]([OH:27])=O)=[CH:20][CH:19]=[CH:18][C:16]=3[CH:17]=1)=[O:12])[CH2:3]2.[CH3:31][N:32]1[CH2:37][CH2:36][NH:35][CH2:34][CH2:33]1>>[ClH:1].[ClH:1].[N:2]12[CH2:9][CH2:8][CH:5]([CH2:6][CH2:7]1)[C@@H:4]([NH:10][C:11]([C:13]1[O:14][C:15]3[C:21]([C:22]4[CH:30]=[CH:29][CH:28]=[C:24]([C:25]([N:35]5[CH2:36][CH2:37][N:32]([CH3:31])[CH2:33][CH2:34]5)=[O:27])[CH:23]=4)=[CH:20][CH:19]=[CH:18][C:16]=3[CH:17]=1)=[O:12])[CH2:3]2 |f:0.1,3.4.5|. Procedure: 50 mg (0.12 mmol) of 3-(2-{[(3R)-1-azabicyclo[2.2.2]oct-3-ylamino]carbonyl}-1-benzofuran-7-yl)benzoic acid hydrochloride (Example 149) and 23.5 mg (0.23 mmol) of N-methylpiperazine are reacted together by general method E. 29.6 mg (41.9% of theory) of the title compound are obtained. Starting materials: ClC1=C(C=C(C=2N=C(NC21)C(F)(F)F)[N+](=O)[O-])C(F)(F)F (4-Chloro-7-nitro-2,5-bis(trifluoromethyl)benzimidazole), C(CCC)NCCCC (dibutylamine). Yields the product C(CCC)N(C1=C(C=C(C=2N=C(NC21)C(F)(F)F)[N+](=O)[O-])C(F)(F)F)CCCC (4-(dibutylamino)-7-nitro-2,5-bis(trifluoromethyl)benzimidazole). RXN SMILES: Cl[C:2]1[C:10]2[NH:9][C:8]([C:11]([F:14])([F:13])[F:12])=[N:7][C:6]=2[C:5]([N+:15]([O-:17])=[O:16])=[CH:4][C:3]=1[C:18]([F:21])([F:20])[F:19].[CH2:22]([NH:26][CH2:27][CH2:28][CH2:29][CH3:30])[CH2:23][CH2:24][CH3:25]>>[CH2:22]([N:26]([CH2:27][CH2:28][CH2:29][CH3:30])[C:2]1[C:10]2[NH:9][C:8]([C:11]([F:14])([F:13])[F:12])=[N:7][C:6]=2[C:5]([N+:15]([O-:17])=[O:16])=[CH:4][C:3]=1[C:18]([F:21])([F:20])[F:19])[CH2:23][CH2:24][CH3:25]. Procedure details: 4-Chloro-7-nitro-2,5-bis(trifluoromethyl)benzimidazole is reacted with dibutylamine to obtain 4-(dibutylamino)-7-nitro-2,5-bis(trifluoromethyl)benzimidazole, m.w., 426.4. Starting materials: [Sn](Cl)Cl (Tin(II) chloride), ClC1=C(C=C(C=C1)[N+](=O)[O-])C=1C=NC=CC1 (3-(2-chloro-5-nitrophenyl)pyridine). Run in C(C)O (ethanol), O1CCOCC1 (1,4-dioxane). Run at time 8 hour. The product is ClC1=C(C=C(N)C=C1)C=1C=NC=CC1 (4-Chloro-3-(pyridin-3-yl)aniline). The yield is 87.0%. Reaction SMILES: [Sn](Cl)Cl.[Cl:4][C:5]1[CH:10]=[CH:9][C:8]([N+:11]([O-])=O)=[CH:7][C:6]=1[C:14]1[CH:15]=[N:16][CH:17]=[CH:18][CH:19]=1>C(O)C.O1CCOCC1>[Cl:4][C:5]1[CH:10]=[CH:9][C:8]([NH2:11])=[CH:7][C:6]=1[C:14]1[CH:15]=[N:16][CH:17]=[CH:18][CH:19]=1. Procedure details: Tin(II) chloride (11.87 g, 62.6 mmol) was added portionwise over 5 min to a stirred mixture of 3-(2-chloro-5-nitrophenyl)pyridine (3.53 g, 15.1 mmol) in ethanol (100 ml) and 1,4-dioxane (100 ml) at 0° C. The mixture was then stirred overnight, gradually warming to room temperature, and then concentrated under reduced pressure. 20% Aqueous ammonia solution (200 ml) and ethanol (300 ml) were added and again the mixture concentrated under reduced pressure. Ethyl acetate (300 ml) was added and the m... Starting materials: C(#N)C1=C(C=CC=C1)OCCCN1CCC(CC1)NC(=O)C1=CC2=CN=C3C=CC=C(S1)N32 (N-[1-[3-(2-cyanophenyloxy)propan-1-yl]piperidin-4-yl]-5-thia-1,8b-diazaacenaphthylene-4-carboxamide), Cl (hydrochloric acid). Solvent: C(C)O (ethanol). Run at time 15 minute. Product: Cl.Cl.C(#N)C1=C(C=CC=C1)OCCCN1CCC(CC1)NC(=O)C1=CC2=CN=C3C=CC=C(S1)N32 (N-[1-[3-(2-cyanophenyloxy)propan-1-yl]piperidin-4-yl]-5-thia-1,8b-diazaacenaphthylene-4-carboxamide dihydrochloride). The yield is 70.0%. RXN SMILES: [C:1]([C:3]1[CH:8]=[CH:7][CH:6]=[CH:5][C:4]=1[O:9][CH2:10][CH2:11][CH2:12][N:13]1[CH2:18][CH2:17][CH:16]([NH:19][C:20]([C:22]2[S:32][C:31]3[N:33]4[C:24](=[CH:25][N:26]=[C:27]4[CH:28]=[CH:29][CH:30]=3)[CH:23]=2)=[O:21])[CH2:15][CH2:14]1)#[N:2].[ClH:34]>C(O)C>[ClH:34].[ClH:34].[C:1]([C:3]1[CH:8]=[CH:7][CH:6]=[CH:5][C:4]=1[O:9][CH2:10][CH2:11][CH2:12][N:13]1[CH2:14][CH2:15][CH:16]([NH:19][C:20]([C:22]2[S:32][C:31]3[N:33]4[C:24](=[CH:25][N:26]=[C:27]4[CH:28]=[CH:29][CH:30]=3)[CH:23]=2)=[O:21])[CH2:17][CH2:18]1)#[N:2] |f:3.4.5|. Procedure details: To an ethanol solution (8.0 ml) of N-[1-[3-(2-cyanophenyloxy)propan-1-yl]piperidin-4-yl]-5-thia-1,8b-diazaacenaphthylene-4-carboxamide (565 mg) was added conc. hydrochloric acid (3.0 ml). The mixture was stirred for 15 minutes at room temperature. The resulting crystals were collected by filtration and washed with ethanol to give the object compound (462 mg, 70%), m.p.234-240° C. As a reaction SMILES: [NH2:1][CH2:2][CH:3]1[C:15]2[C:14]3[C:9](=[CH:10][CH:11]=[CH:12][CH:13]=3)[NH:8][C:7]=2[S:6][CH2:5][CH2:4]1.[CH:16](=O)[C:17]1[CH:22]=[CH:21][CH:20]=[CH:19][CH:18]=1.Cl>CO.C([BH3-])#N.[Na+]>[CH2:16]([NH:1][CH2:2][CH:3]1[C:15]2[C:7](=[N:8][C:9]3[C:14]=2[CH2:13][CH:12]=[CH:11][CH:10]=3)[S:6][CH2:5][CH2:4]1)[C:17]1[CH:22]=[CH:21][CH:20]=[CH:19][CH:18]=1 |f:4.5|. Run in CO (methanol), CO (methanol), C(#N)[BH3-].[Na+] (sodium cyanoborohydride), CO (methanol). Reactants: NCC1CCSC=2NC3=CC=CC=C3C21 (4-aminomethyl-2,3,4,9-tetrahydrothiopyrano[2,3-b]indole), C(C1=CC=CC=C1)=O (benzaldehyde), Cl (hydrochloride). Yield: 99.1%. The product is C(C1=CC=CC=C1)NCC1CCSC2=NC3=CC=CCC3=C21 (4-Benzylaminomethyl-2,3,4,5-tetrahydrothiopyrano[2,3-b]indole). Run at time 1 hour. Procedure details: To a solution of 4-aminomethyl-2,3,4,9-tetrahydrothiopyrano[2,3-b]indole (150 mg) in methanol (5 ml) are added a solution of benzaldehyde (76 mg) in methanol (1.5 ml) and sodium cyanoborohydride (132 mg). The mixture is adjusted to pH 7 with a solution of hydrochloride in methanol, stirred at room temperature for 1 hour and evaporated to remove the solvent. The residue is dissolved in ether, washed with a 10% aqueous solution of sodium hydroxide and a saline solution, dried and evaporated to giv... Reactants: Fc1ccc(-n2ccc3cc(OCCCCBr)ccc32)cc1, CN. Product: CNCCCCOc1ccc2c(ccn2-c2ccc(F)cc2)c1. RXN SMILES: [Br:1][CH2:2][CH2:3][CH2:4][CH2:5][O:6][c:7]1[cH:8][c:9]2[cH:10][cH:11][n:12](-[c:16]3[cH:17][cH:18][c:19]([F:22])[cH:20][cH:21]3)[c:13]2[cH:14][cH:15]1.[CH3:23][NH2:24]>>[CH2:2]([CH2:3][CH2:4][CH2:5][O:6][c:7]1[cH:8][c:9]2[cH:10][cH:11][n:12](-[c:16]3[cH:17][cH:18][c:19]([F:22])[cH:20][cH:21]3)[c:13]2[cH:14][cH:15]1)[NH:24][CH3:23]. Starting materials: C(CCCC)O (1-pentanol), [Na] (sodium), C1CO1 (ethylene oxide), O1CCCC1 (tetrahydrofuran), [Na] (sodium). The solvent is O (water). Conditions: time 1 day. The product is C(CCCC)OCCO (2-pentyloxy-1-ethanol). Reaction SMILES: [CH2:1]([OH:6])[CH2:2][CH2:3][CH2:4][CH3:5].[O:7]1CC[CH2:9][CH2:8]1.[Na].C1OC1>O>[CH2:1]([O:6][CH2:9][CH2:8][OH:7])[CH2:2][CH2:3][CH2:4][CH3:5] |^1:11|. Procedure: To 14.0 ml. of anhydrous 1-pentanol in 100 ml. tetrahydrofuran is added 0.25 g. sodium. After the sodium has reacted, gaseous ethylene oxide (0.34 g.) is added at a rate such that the temperature is maintained between 35° and 40°. The flask is sealed and allowed to stand for one day. The reaction mixture is poured into water and then extracted with ether, dried over sodium sulfate, the solvent removed and the residue distilled and fractionated to yield 2-pentyloxy-1-ethanol.